Dataset: the Open Reaction Database (ORD), a public repository of structured organic reaction records. Task: describe an organic reaction: reactants, conditions, products, and yield Starting materials: FC1=C(C#N)C=CC(=C1)O (2-fluoro-4-hydroxy-benzonitrile), C([O-])([O-])=O.[K+].[K+] (potassium carbonate), C(C1=CC=CC=C1)Br (benzyl bromide), [I-].[K+] (potassium iodide). The solvent is CC(=O)C (acetone), O (H2O). Run at time 18 hour. Product: C(C1=CC=CC=C1)OC1=CC(=C(C#N)C=C1)F (4-Benzyloxy-2-fluoro-benzonitrile). Yield: 89.7%. As a reaction SMILES: [F:1][C:2]1[CH:9]=[C:8]([OH:10])[CH:7]=[CH:6][C:3]=1[C:4]#[N:5].C(=O)([O-])[O-].[K+].[K+].[CH2:17](Br)[C:18]1[CH:23]=[CH:22][CH:21]=[CH:20][CH:19]=1.[I-].[K+]>CC(C)=O.O>[CH2:17]([O:10][C:8]1[CH:7]=[CH:6][C:3]([C:4]#[N:5])=[C:2]([F:1])[CH:9]=1)[C:18]1[CH:23]=[CH:22][CH:21]=[CH:20][CH:19]=1 |f:1.2.3,5.6|. Procedure: A solution of 2-fluoro-4-hydroxy-benzonitrile (80 g, 0.58 mol), potassium carbonate (162 g, 1.17 mol) and benzyl bromide (76.4 mL, 0.64 mol) and potassium iodide (9.6 g, 0.058 mol) in acetone (600 mL) was stirred at RT and a significant exothermic reaction was observed. Stirring continued for 18 h without cooling. Reaction progress was monitored by TLC analysis. The reaction mixture was diluted with H2O (600 mL) and extracted with EtOAc (500 mL×2). The combined organic extracts were washed with ...